This data is from the Open Reaction Database (ORD), a public repository of structured organic reaction records. The task is: describe an organic reaction: reactants, conditions, products, and yield Starting materials: C(CCC)[Li] (n-butyl lithium), B(OC(C)C)(OC(C)C)OC(C)C (tri-isopropyl borate), C(C)(=O)O (Acetic acid), COC1=CC=C(C(=N1)C)Br (6-methoxy-3-bromo-2-methylpyridine). Solvent: CCCCCC (hexane), C1CCOC1 (THF), O (water), C1CCOC1 (THF). Conditions: temperature -78 celsius, time 2 hour. The product is COC1=CC=C(C(=N1)C)B(O)O (6-Methoxy-2-methylpyridine-3-boronic acid). Reaction SMILES: [CH3:1][O:2][C:3]1[N:8]=[C:7]([CH3:9])[C:6](Br)=[CH:5][CH:4]=1.C([Li])CCC.[B:16](OC(C)C)([O:21]C(C)C)[O:17]C(C)C.C(O)(=O)C>C1COCC1.CCCCCC.O>[CH3:1][O:2][C:3]1[N:8]=[C:7]([CH3:9])[C:6]([B:16]([OH:21])[OH:17])=[CH:5][CH:4]=1. Reported procedure: A solution of 6-methoxy-3-bromo-2-methylpyridine (59.8 g, 296 mmol) in dry THF (429 mL) was cooled with stirring to ˜−78° C. under a nitrogen atmosphere. A solution of n-butyl lithium (2.5 M, 130.4 mL, 326 mmol) in hexane was added dropwise over 30 min. The reaction mixture was stirred for 3 h at ˜−78° C. A solution of tri-isopropyl borate (102.7 mL, 445 mmol) in dry THF (100 mL) was added dropwise over 30 min. The reaction mixture was warmed to ambient temperature with stirring over 16 h. Aceti... Product: COC=1C=C(C(=O)C=2OC=CC2)C=CC1OC (2-(3,4-Dimethoxybenzoyl)furane), product. Procedure: 2-(3,4-Dimethoxybenzoyl)furane was prepared analogously to 3,4,3',4'-tetramethoxybenzophenone using veratrole (1.3 mL, 10 mmol), aluminum chloride (1.5 g, 10 mmol) and 2-furoyl chloride (1.1 mL, 10 mmol) with a reaction time of 2 hours at reflux. The crude product was purified by flash column chromatography (silica gel, 4% ethyl acetate/methylene chloride) to afford 1.69 g (78%) of the product as a white solid: mp 112-114° C.; 1H NMR (CDCl3) δ 7.78-7.66 (m, 2 H), 7.59-7.52 (m, 1 H), 7.26-7.17 (m... RXN SMILES: [CH3:1][O:2][C:3]1[CH:4]=[C:5]([CH:18]=[CH:19][C:20]=1[O:21][CH3:22])[C:6]([C:8]1C=C[C:11]([O:14]C)=[C:10](OC)[CH:9]=1)=[O:7].C1(OC)C(=CC=CC=1)OC.[Cl-].[Al+3].[Cl-].[Cl-].O1C=CC=C1C(Cl)=O>>[CH3:1][O:2][C:3]1[CH:4]=[C:5]([CH:18]=[CH:19][C:20]=1[O:21][CH3:22])[C:6]([C:8]1[O:14][CH:11]=[CH:10][CH:9]=1)=[O:7] |f:2.3.4.5|. The yield is 78.0%. Reactants: COC=1C=C(C(=O)C2=CC(=C(C=C2)OC)OC)C=CC1OC (3,4,3',4'-tetramethoxybenzophenone), [Cl-].[Al+3].[Cl-].[Cl-] (aluminum chloride), O1C(=CC=C1)C(=O)Cl (2-furoyl chloride), C=1(C(OC)=CC=CC1)OC (veratrole). Reactants: FC(OC1=CC=C(C=C1)NC(=S)N)(F)F ([4-(trifluoromethoxy)phenyl]-thiourea), BrCC(C(=O)O)=O (bromopyruvic acid). The solvent is C(C)O (ethanol). Conditions: temperature 60 celsius. Yields the product FC(OC1=CC=C(C=C1)NC=1SC=C(N1)C(=O)O)(F)F (2-(4-(Trifluoromethoxy)phenylamino)-thiazole-4-carboxylic acid). Reaction SMILES: [F:1][C:2]([F:15])([F:14])[O:3][C:4]1[CH:9]=[CH:8][C:7]([NH:10][C:11]([NH2:13])=[S:12])=[CH:6][CH:5]=1.Br[CH2:17][C:18](=O)[C:19]([OH:21])=[O:20]>C(O)C>[F:15][C:2]([F:14])([F:1])[O:3][C:4]1[CH:5]=[CH:6][C:7]([NH:10][C:11]2[S:12][CH:17]=[C:18]([C:19]([OH:21])=[O:20])[N:13]=2)=[CH:8][CH:9]=1. Procedure: A mixture of 12.9 g (54.6 mmol) [4-(trifluoromethoxy)phenyl]-thiourea, and 9.3 g (55.7 mmol) bromopyruvic acid in 70 ml ethanol was heated to 60° C. for 1 h. The precipitate was filtered off and washed with small portions of cold ethanol to yield after drying 8.9 g (53%) of the title compound as crystalline solid. Starting materials: C(C=C)(=O)OC (methyl acrylate), C[O-].[Na+] (sodium methoxide), C[O-].[Na+] (sodium methoxide), C(C1=CC=CC=C1)SC1=NN=C2N1C(=NC1=C2C=CS1)SC (3-Benzylthio-5-methylthiothieno[3,2-e][1,2,4]-triazolo[4,3-c]pyrimidine), C[O-].[Na+] (sodium methoxide), C(C)(=O)O (acetic acid). Run in CO (methanol), CO (methanol), CO (methanol), ClCCl (dichloromethane), CO (methanol). Conditions: time 2 hour. Yields the product C(C1=CC=CC=C1)SC1=NN2C(=NC3=C(C2=N1)C=CS3)OC (2-Benzylthio-5-methoxythieno[3,2-e][1,2,4]triazolo[1,5-c]pyrimidine). RXN SMILES: [CH2:1]([S:8][C:9]1[N:13]2[C:14](SC)=[N:15][C:16]3[S:20][CH:19]=[CH:18][C:17]=3[C:12]2=[N:11][N:10]=1)[C:2]1[CH:7]=[CH:6][CH:5]=[CH:4][CH:3]=1.[C:23](OC)(=[O:26])C=C.C[O-].[Na+].C(O)(=O)C>CO.ClCCl>[CH2:1]([S:8][C:9]1[N:13]=[C:12]2[N:11]([C:14]([O:26][CH3:23])=[N:15][C:16]3[S:20][CH:19]=[CH:18][C:17]=32)[N:10]=1)[C:2]1[CH:7]=[CH:6][CH:5]=[CH:4][CH:3]=1 |f:2.3|. Procedure details: 3-Benzylthio-5-methylthiothieno[3,2-e][1,2,4]-triazolo[4,3-c]pyrimidine (19.2 g (57.2 mmol)was mixed with 100 mL of methanol and to this was added with stirring 7.7 mL (86 mmol) of methyl acrylate and 3.3 mL of 25 percent sodium methoxide in methanol. After 2 hours at ambient temperature, the mixture was heated to reflux for about 2.5 hours during which time another 10 mL of 25 percent sodium methoxide in methanol was added. The mixture was stirred at ambient temperature overnight and then anoth...